This data is from the Open Reaction Database (ORD), a public repository of structured organic reaction records. The task is: describe an organic reaction: reactants, conditions, products, and yield Reactants: C[Si](C)(C)[N-][Si](C)(C)C.[Na+] (NaHMDS), C(C)(C)(C)OC(=O)NCCC1=CC=C(C(=O)OCC)C=C1 (ethyl 4-(2-(tert-butoxycarbonylamino)ethyl)benzoate), S(=O)(=O)(OC)OC (dimethyl sulfate). Solvent: C1CCOC1 (THF). Conditions: temperature 22 celsius, time 10 minute. Product: C(C)(C)(C)OC(=O)N(CCC1=CC=C(C(=O)OCC)C=C1)C (ethyl 4-(2-(tert-butoxycarbonyl(methyl)amino)ethyl)benzoate). Reaction SMILES: [C:1]([O:5][C:6]([NH:8][CH2:9][CH2:10][C:11]1[CH:21]=[CH:20][C:14]([C:15]([O:17][CH2:18][CH3:19])=[O:16])=[CH:13][CH:12]=1)=[O:7])([CH3:4])([CH3:3])[CH3:2].[CH3:22][Si]([N-][Si](C)(C)C)(C)C.[Na+].S(OC)(OC)(=O)=O>C1COCC1>[C:1]([O:5][C:6]([N:8]([CH3:22])[CH2:9][CH2:10][C:11]1[CH:21]=[CH:20][C:14]([C:15]([O:17][CH2:18][CH3:19])=[O:16])=[CH:13][CH:12]=1)=[O:7])([CH3:2])([CH3:3])[CH3:4] |f:1.2|. Procedure: To a solution of 1.25 g (4.26 mmol) of ethyl 4-(2-(tert-butoxycarbonylamino)ethyl)benzoate in 40 mL of dry THF under a nitrogen atmosphere was added dropwise, 4.7 mL (4.7 mmol) of NaHMDS (1.0 M in THF) at 0° C. After stirring for 10 min, 0.50 mL (5.3 mmol) of dimethyl sulfate was added and the reaction was warmed to 22° C. and stirred for about 16 h. The reaction was quenched by adding 25 mL of saturated NaHCO3 and the mixture was extracted with DCM (2×25 mL). The combined organic extracts were ... Reagents/catalysts: C=1C=CC(=CC1)[P](C=2C=CC=CC2)(C=3C=CC=CC3)[Pd]([P](C=4C=CC=CC4)(C=5C=CC=CC5)C=6C=CC=CC6)([P](C=7C=CC=CC7)(C=8C=CC=CC8)C=9C=CC=CC9)[P](C=1C=CC=CC1)(C=1C=CC=CC1)C=1C=CC=CC1 (tetrakis(triphenylphosphine)palladium(0)). As a reaction SMILES: Cl[C:2]1[CH:7]=[CH:6][C:5]([C:8]#[C:9][C:10]2[N:11]=[C:12]([CH3:15])[S:13][CH:14]=2)=[CH:4][N:3]=1.[Br-].[C:17]([Zn+])([CH3:20])([CH3:19])[CH3:18].C1COCC1>C1C=CC([P]([Pd]([P](C2C=CC=CC=2)(C2C=CC=CC=2)C2C=CC=CC=2)([P](C2C=CC=CC=2)(C2C=CC=CC=2)C2C=CC=CC=2)[P](C2C=CC=CC=2)(C2C=CC=CC=2)C2C=CC=CC=2)(C2C=CC=CC=2)C2C=CC=CC=2)=CC=1>[C:17]([C:2]1[CH:7]=[CH:6][C:5]([C:8]#[C:9][C:10]2[N:11]=[C:12]([CH3:15])[S:13][CH:14]=2)=[CH:4][N:3]=1)([CH3:20])([CH3:19])[CH3:18] |f:1.2,^1:30,32,51,70|. The yield is 5.0%. Run at temperature 150 celsius. Product: EtOAc Hexanes, C(C)(C)(C)C1=NC=C(C=C1)C#CC=1N=C(SC1)C (2-tert-butyl-5-[(2-methyl-1,3-thiazol-4-yl)ethynyl]pyridine). Reactants: C1CCOC1 (THF), ClC1=NC=C(C=C1)C#CC=1N=C(SC1)C (2-chloro-5-[(2-methyl-1,3-thiazol-4-yl)ethynyl]pyridine), [Br-].C(C)(C)(C)[Zn+] (t-butylzinc bromide). Reported procedure: 200 mg (0.85 mmol, 1 eq) 2-chloro-5-[(2-methyl-1,3-thiazol-4-yl)ethynyl]pyridine, 50 mg (0.043 mmol, 0.05 eq) tetrakis(triphenylphosphine)palladium(0), and 2 mL of 0.5 M t-butylzinc bromide in THF (1 mmol, 1.1 eq) were combined. The reaction mixture was heated at 150° C. in the microwave for 5 min, quenched with pH 10 PBS, extracted with DCM. Silica gel chromatography (gradient 5% to 50% EtOAc/Hexanes) gave 2-tert-butyl-5-[(2-methyl-1,3-thiazol-4-yl)ethynyl]pyridine (L-001109555). LC-MS calculat...